Dataset: the Open Reaction Database (ORD), a public repository of structured organic reaction records. Task: describe an organic reaction: reactants, conditions, products, and yield Reactants: CC1(C)CC(c2cccc(N)c2)Nc2ccc(C(F)(F)F)cc21, Cc1ccc(S(=O)(=O)Cl)cc1, ClCCl, c1ccncc1. The product is Cc1ccc(S(=O)(=O)Nc2cccc(C3CC(C)(C)c4cc(C(F)(F)F)ccc4N3)c2)cc1. Reaction SMILES: [CH3:1][C:2]1([CH3:23])[CH2:3][CH:4]([c:16]2[cH:17][c:18]([NH2:22])[cH:19][cH:20][cH:21]2)[NH:5][c:6]2[cH:7][cH:8][c:9]([C:12]([F:13])([F:14])[F:15])[cH:10][c:11]21.[CH3:30][c:31]1[cH:32][cH:33][c:34]([S:37](=[O:38])(=[O:39])[Cl:40])[cH:35][cH:36]1.[Cl:41][CH2:42][Cl:43].[cH:24]1[cH:25][cH:26][n:27][cH:28][cH:29]1>>[CH3:1][C:2]1([CH3:23])[CH2:3][CH:4]([c:16]2[cH:17][c:18]([NH:22][S:37]([c:34]3[cH:33][cH:32][c:31]([CH3:30])[cH:36][cH:35]3)(=[O:38])=[O:39])[cH:19][cH:20][cH:21]2)[NH:5][c:6]2[cH:7][cH:8][c:9]([C:12]([F:13])([F:14])[F:15])[cH:10][c:11]21.